Dataset: the Open Reaction Database (ORD), a public repository of structured organic reaction records. Task: describe an organic reaction: reactants, conditions, products, and yield Starting materials: O=c1c(Br)nn(-c2ccccc2CO)c(=O)n1Cc1ccc(Cl)cc1, C[O-], [Na+], CN(C)C=O. Product: COc1nn(-c2ccccc2CO)c(=O)n(Cc2ccc(Cl)cc2)c1=O. As a reaction SMILES: [Br:1][c:2]1[c:3](=[O:25])[n:4]([CH2:17][c:18]2[cH:19][cH:20][c:21]([Cl:24])[cH:22][cH:23]2)[c:5](=[O:16])[n:6](-[c:8]2[c:9]([CH2:14][OH:15])[cH:10][cH:11][cH:12][cH:13]2)[n:7]1.[CH3:26][O-:27].[Na+:28].[O:29]=[CH:30][N:31]([CH3:32])[CH3:33]>>[c:2]1([O:27][CH3:26])[c:3](=[O:25])[n:4]([CH2:17][c:18]2[cH:19][cH:20][c:21]([Cl:24])[cH:22][cH:23]2)[c:5](=[O:16])[n:6](-[c:8]2[c:9]([CH2:14][OH:15])[cH:10][cH:11][cH:12][cH:13]2)[n:7]1. Procedure: 260 g (1 mol) of a technical grade oleyl alcohol were reacted with 118 g (1 mol) of diethyl carbonate in the same way as described under A. The title compound was obtained in a yield of approximately 370 g in the form of a light yellow, clear liquid having an OH value of 8.5, an acid value of 0.1, an iodine value of 76 and a number average molecular weight of 333. As a reaction SMILES: [CH2:1]([OH:19])[CH2:2][CH2:3][CH2:4][CH2:5][CH2:6][CH2:7][CH2:8]/[CH:9]=[CH:10]\[CH2:11][CH2:12][CH2:13][CH2:14][CH2:15][CH2:16][CH2:17][CH3:18].[C:20](=O)([O:24]CC)[O:21][CH2:22][CH3:23]>>[C:20](=[O:24])([O:21][CH2:22][CH3:23])[O:19][CH2:1][CH2:2][CH2:3][CH2:4][CH2:5][CH2:6][CH2:7][CH2:8]/[CH:9]=[CH:10]\[CH2:11][CH2:12][CH2:13][CH2:14][CH2:15][CH2:16][CH2:17][CH3:18]. Yields the product C(OCCCCCCCC\C=C/CCCCCCCC)(OCC)=O (Oleyl ethyl carbonate). The reactants are C(CCCCCCC\C=C/CCCCCCCC)O (oleyl alcohol), C(OCC)(OCC)=O (diethyl carbonate). The reactants are CC1=CC=C(C=C1)S(=O)(=O)OC1CC(C1)CO (3[[(4-methylphenyl)sulfonyl]oxy]cyclobutanemethanol), benzoate ester, N1=CN=C2N=CNC2=C1N (adenine), C1COCCOCCOCCOCCOCCO1 (18-crown-6), C([O-])([O-])=O.[K+].[K+] (potassium carbonate). Run in CN(C=O)C (dimethylformamide). Run at time 18 hour. Yields the product NC1=C2N=CN(C2=NC=N1)[C@H]1C[C@H](C1)CO ((cis)-3-(6-Amino-9H-purin-9-yl)cyclobutanemethanol). Yield: 98.1%. As a reaction SMILES: CC1C=CC(S(O[CH:12]2[CH2:15][CH:14]([CH2:16][OH:17])[CH2:13]2)(=O)=O)=CC=1.[N:18]1[C:26]([NH2:27])=[C:25]2[C:21]([N:22]=[CH:23][NH:24]2)=[N:20][CH:19]=1.C1OCCOCCOCCOCCOCCOC1.C(=O)([O-])[O-].[K+].[K+]>CN(C)C=O>[NH2:27][C:26]1[N:18]=[CH:19][N:20]=[C:21]2[C:25]=1[N:24]=[CH:23][N:22]2[C@@H:12]1[CH2:13][C@H:14]([CH2:16][OH:17])[CH2:15]1 |f:3.4.5|. Reported procedure: To a solution of 720 mg (2.0 mmol) of 3[[(4-methylphenyl)sulfonyl]oxy]cyclobutanemethanol, benzoate ester (95% trans isomer and 5% cis isomer) in 20 ml of dry dimethylformamide under nitrogen was added adenine (405 mg, 3 mmol), 18-crown-6 (528 mg, 2 mmol), and potassium carbonate (414 mg, 3 mmol). The mixture was stirred at 110° for 18 hours and then concentrated in vacuo to a residue. Water was added and the suspension was adjusted to pH 7.0 using 1N hydrochloric acid. Removal of solvent in vac... The reactants are FC1(C(N([C@H](C1)\C=C\C(C(CC#CC)C)=O)CCCCCCC(=O)OC)=O)F (methyl 7-((5R)-3,3-difluoro-5-((E)-4-methyl-3-oxooct-1-en-6-yn-1-yl)-2-oxopyrrolidin-1-yl)heptanoate), O.O.O.O.O.O.O.[Cl-].[Ce+3].[Cl-].[Cl-] (cerium chloride heptahydrate), [BH4-].[Na+] (Sodium borohydride). The solvent is CO (methanol). Reaction conditions: temperature -78 celsius, time 15 minute. The product is FC1(C(N([C@H](C1)\C=C\C(C(CC#CC)C)O)CCCCCCC(=O)OC)=O)F (methyl 7-((5R)-3,3-difluoro-5-((E)-3-hydroxy-4-methyloct-1-en-6-yn-1-yl)-2-oxopyrrolidin-1-yl)heptanoate). Isolated yield 87.6%. RXN SMILES: [F:1][C:2]1([F:28])[CH2:6][C@H:5](/[CH:7]=[CH:8]/[C:9](=[O:16])[CH:10]([CH3:15])[CH2:11][C:12]#[C:13][CH3:14])[N:4]([CH2:17][CH2:18][CH2:19][CH2:20][CH2:21][CH2:22][C:23]([O:25][CH3:26])=[O:24])[C:3]1=[O:27].O.O.O.O.O.O.O.[Cl-].[Ce+3].[Cl-].[Cl-].[BH4-].[Na+]>CO>[F:28][C:2]1([F:1])[CH2:6][C@H:5](/[CH:7]=[CH:8]/[CH:9]([OH:16])[CH:10]([CH3:15])[CH2:11][C:12]#[C:13][CH3:14])[N:4]([CH2:17][CH2:18][CH2:19][CH2:20][CH2:21][CH2:22][C:23]([O:25][CH3:26])=[O:24])[C:3]1=[O:27] |f:1.2.3.4.5.6.7.8.9.10.11,12.13|. Reported procedure: To a −40° C. solution consisting of methyl 7-((5R)-3,3-difluoro-5-((E)-4-methyl-3-oxooct-1-en-6-yn-1-yl)-2-oxopyrrolidin-1-yl)heptanoate (76 mg, 0.20 mmol) in methanol (5 mL) was added cerium chloride heptahydrate (75 mg, 0.20 mmol) in one portion. The reaction mixture was stirred for 15 minutes, and cooled to −78° C. for 20 minutes. Sodium borohydride (15 mg, 0.40 mmol) was added and the reaction was stirred for 3 hours, quenched with equal parts water and saturated ammonium chloride and warmed... Starting materials: BrCC1=C(C(N=C(N1)C=1SC=NN1)C1=C(C=C(C=C1)F)Cl)C(=O)OCC (Ethyl 6-(bromomethyl)-4-(2-chloro-4-fluorophenyl)-2-(1,3,4-thiadiazol-2-yl)-1,4-dihydropyrimidine-5-carboxylate), N1C(COCC1)C(=O)O (morpholine-3-carboxylic acid). The product is ClC1=C(C=CC(=C1)F)C1C(=C(NC(=N1)C=1SC=NN1)CN1C(COCC1)C(=O)O)C(=O)OCC (4-((6-(2-chloro-4-fluorophenyl)-5-(ethoxycarbonyl)-2-(1,3,4-thiadiazol-2-yl)-3,6-dihydropyrimidin-4-yl)methyl)morpholine-3-carboxylic acid). The yield is 61.4%. Reaction SMILES: Br[CH2:2][C:3]1[NH:8][C:7]([C:9]2[S:10][CH:11]=[N:12][N:13]=2)=[N:6][CH:5]([C:14]2[CH:19]=[CH:18][C:17]([F:20])=[CH:16][C:15]=2[Cl:21])[C:4]=1[C:22]([O:24][CH2:25][CH3:26])=[O:23].[NH:27]1[CH2:32][CH2:31][O:30][CH2:29][CH:28]1[C:33]([OH:35])=[O:34]>>[Cl:21][C:15]1[CH:16]=[C:17]([F:20])[CH:18]=[CH:19][C:14]=1[CH:5]1[N:6]=[C:7]([C:9]2[S:10][CH:11]=[N:12][N:13]=2)[NH:8][C:3]([CH2:2][N:27]2[CH2:32][CH2:31][O:30][CH2:29][CH:28]2[C:33]([OH:35])=[O:34])=[C:4]1[C:22]([O:24][CH2:25][CH3:26])=[O:23]. Procedure: Ethyl 6-(bromomethyl)-4-(2-chloro-4-fluorophenyl)-2-(1,3,4-thiadiazol-2-yl)-1,4-dihydropyrimidine-5-carboxylate (0.69 g, 1.5 mmol) was reacted with morpholine-3-carboxylic acid (0.2 g, 1.5 mmol) according to the procedure as described in Example 1, Step C to give the title compound as a yellow solid (0.47 g, 61%). The compound was characterized by the following spectroscopic data: Starting materials: NC1=CC2=C(OC([C@H]([C@@H]2N2CCCCC2)O)(C)C)C=C1N (6,7-diamino-3,4-dihydro-2,2-dimethyl-trans-4-piperidino-2H-benzo[b]pyran-3-ol), Cl (hydrochloric acid), solution, C(=O)(Cl)Cl (phosgene). The solvent is C1(=CC=CC=C1)C (toluene). Run at time 45 minute. Product: Cl.O[C@H]1[C@@H](C=2C(=CC3=C(NC(N3)=O)C2)OC1(C)C)N1CCCCC1 (3,6,7,8-tetrahydro-trans-7-hydroxy-6,6-dimethyl-8-piperidino-pyrano[2,3-f]benzimidazole-2 (1H)-one hydrochloride). As a reaction SMILES: [NH2:1][C:2]1[C:20]([NH2:21])=[CH:19][C:5]2[O:6][C:7]([CH3:18])([CH3:17])[C@@H:8]([OH:16])[C@H:9]([N:10]3[CH2:15][CH2:14][CH2:13][CH2:12][CH2:11]3)[C:4]=2[CH:3]=1.Cl.[C:23](Cl)([Cl:25])=[O:24]>C1(C)C=CC=CC=1>[ClH:25].[OH:16][C@@H:8]1[C:7]([CH3:17])([CH3:18])[O:6][C:5]2=[CH:19][C:20]3[NH:21][C:23](=[O:24])[NH:1][C:2]=3[CH:3]=[C:4]2[C@H:9]1[N:10]1[CH2:15][CH2:14][CH2:13][CH2:12][CH2:11]1 |f:4.5|. Procedure details: A solution of 6,7-diamino-3,4-dihydro-2,2-dimethyl-trans-4-piperidino-2H-benzo[b]pyran-3-ol (0.12 g) in 5N-hydrochloric acid (10 ml) was treated with a 12.5% solution of phosgene in toluene (20 ml) and the mixture was stirred at room temperature for 45 minutes. A vigorous stream of nitrogen was then passed through the mixture for 10 minutes, and the solution was evaporated to dryness in vacuo. The residue was recrystallised from ethanol-ether to give the hygroscopic 3,6,7,8-tetrahydro-trans-7-hy...